Dataset: the Open Reaction Database (ORD), a public repository of structured organic reaction records. Task: describe an organic reaction: reactants, conditions, products, and yield The reactants are FC(C=1C=C(C(=O)N2[C@@H](CN(CC2)C\C=C\[C@H]2N(CCOC2)C(=O)OC(C)(C)C)CC2=CC(=C(C=C2)C)C)C=C(C1)C(F)(F)F)(F)F ((2R)-1-[3,5-bis(trifluoromethyl)benzoyl]-4-[(2E)-3-[(3R)-4-(tert-butoxycarbonyl)morpholin-3-yl]-2-propenyl]-2-(3,4-dimethylbenzyl)piperazine), Cl (hydrogen chloride). Run in C(C)(=O)OCC (ethyl acetate), C(C)(=O)OCC (ethyl acetate), CCCCCC (hexane). Conditions: time 5 hour. Product: Cl.Cl.FC(C=1C=C(C(=O)N2[C@@H](CN(CC2)C\C=C\[C@H]2NCCOC2)CC2=CC(=C(C=C2)C)C)C=C(C1)C(F)(F)F)(F)F ((2R)-1-[3,5-bis(trifluoromethyl)benzoyl]-2-(3,4-dimethylbenzyl)-4-[(2E)-3-[(3R)-3-morpholinyl]-2-propenyl]piperazine dihydrochloride). RXN SMILES: [F:1][C:2]([F:47])([F:46])[C:3]1[CH:4]=[C:5]([CH:39]=[C:40]([C:42]([F:45])([F:44])[F:43])[CH:41]=1)[C:6]([N:8]1[CH2:13][CH2:12][N:11]([CH2:14]/[CH:15]=[CH:16]/[C@@H:17]2[CH2:22][O:21][CH2:20][CH2:19][N:18]2C(OC(C)(C)C)=O)[CH2:10][C@H:9]1[CH2:30][C:31]1[CH:36]=[CH:35][C:34]([CH3:37])=[C:33]([CH3:38])[CH:32]=1)=[O:7].[ClH:48]>C(OCC)(=O)C.CCCCCC>[ClH:48].[ClH:48].[F:45][C:42]([F:43])([F:44])[C:40]1[CH:39]=[C:5]([CH:4]=[C:3]([C:2]([F:1])([F:47])[F:46])[CH:41]=1)[C:6]([N:8]1[CH2:13][CH2:12][N:11]([CH2:14]/[CH:15]=[CH:16]/[C@@H:17]2[CH2:22][O:21][CH2:20][CH2:19][NH:18]2)[CH2:10][C@H:9]1[CH2:30][C:31]1[CH:36]=[CH:35][C:34]([CH3:37])=[C:33]([CH3:38])[CH:32]=1)=[O:7] |f:4.5.6|. Procedure details: A solution of (2R)-1-[3,5-bis(trifluoromethyl)benzoyl]-4-[(2E)-3-[(3R)-4-(tert-butoxycarbonyl)morpholin-3-yl]-2-propenyl]-2-(3,4-dimethylbenzyl)piperazine (1.36 g) in ethyl acetate (13 ml) was treated 4N hydrogen chloride in ethyl acetate (3.12 ml) at room temperature for 18 hours and then at 40° C. for 5 hours. The solution was diluted with hexane and stirred for 1 hour. The resulting precipitate was collected by filtration and dried under reduced pressure to give (2R)-1-[3,5-bis(trifluoromethy... Reactants: C1CCC2=NCCCN2CC1 (DBU), COC(=O)[C@H]1N(CC2=CC(=C(C=C2C1)O)O)C(=O)OC(C)(C)C ((S)-6,7-Dihydroxy-3,4-dihydro-1H-isoquinoline-2,3-dicarboxylic acid 2-tert-butyl ester 3-methyl ester), BrCC(=O)C1=CC=C(C=C1)OCC1=CC(=C(C=C1)Cl)Cl (2-bromo-1-[4-(3,4-dichloro-benzyloxy)-phenyl]-ethanone), C([O-])(O)=O.[Na+] (sodium bicarbonate). Solvent: O (water), CCOC(=O)C (EtOAc), CN(C)C=O (DMF). Product: COC(=O)C1N(CC=2C=C3C(=CC2C1)OC[C@](O3)(O)C3=CC=C(C=C3)OCC3=CC(=C(C=C3)Cl)Cl)C(=O)OC(C)(C)C ((S)-3-[4-(3,4-Dichloro-benzyloxy)-phenyl]-3-hydroxy-2,3,8,9-tetrahydro-6H-[1,4]dioxino[2,3-g]isoquinoline-7,8-dicarboxylic acid 7-tert-butyl ester 8-methyl ester). The yield is 101.1%. Reaction SMILES: [CH3:1][O:2][C:3]([C@@H:5]1[CH2:14][C:13]2[C:8](=[CH:9][C:10]([OH:16])=[C:11]([OH:15])[CH:12]=2)[CH2:7][N:6]1[C:17]([O:19][C:20]([CH3:23])([CH3:22])[CH3:21])=[O:18])=[O:4].Br[CH2:25][C:26]([C:28]1[CH:33]=[CH:32][C:31]([O:34][CH2:35][C:36]2[CH:41]=[CH:40][C:39]([Cl:42])=[C:38]([Cl:43])[CH:37]=2)=[CH:30][CH:29]=1)=[O:27].C(=O)(O)[O-].[Na+].C1CCN2C(=NCCC2)CC1>CN(C=O)C.O.CCOC(C)=O>[CH3:1][O:2][C:3]([CH:5]1[CH2:14][C:13]2[CH:12]=[C:11]3[O:15][CH2:25][C@@:26]([C:28]4[CH:33]=[CH:32][C:31]([O:34][CH2:35][C:36]5[CH:41]=[CH:40][C:39]([Cl:42])=[C:38]([Cl:43])[CH:37]=5)=[CH:30][CH:29]=4)([OH:27])[O:16][C:10]3=[CH:9][C:8]=2[CH2:7][N:6]1[C:17]([O:19][C:20]([CH3:23])([CH3:22])[CH3:21])=[O:18])=[O:4] |f:2.3|. Reported procedure: (S)-6,7-Dihydroxy-3,4-dihydro-1H-isoquinoline-2,3-dicarboxylic acid 2-tert-butyl ester 3-methyl ester (30.0 g), 2-bromo-1-[4-(3,4-dichloro-benzyloxy)-phenyl]-ethanone (34.7 g), and sodium bicarbonate (7.8 g) were stirred together in 600 mL anhydrous DMF. While stirring at rt, DBU (6.95 mL) was added all at once and the mixture was stirred at rt for 18 hours. The reaction mixture was then poured into 1 L EtOAc and 500 mL water and the layers were separated. The organic layer was washed with water... The reactants are CCC(=S)SC, CC(=O)OC1NC(=O)C1C(C)O[Si](C)(C)C(C)(C)C, [Li]CCCC, CCCCCC, CC(C)[O-], CC(C)[O-], CC(C)[O-], CC(C)NC(C)C, Cl[Ti+3], C1CCOC1. The product is CSC(=S)C(C)C1NC(=O)C1C(C)O[Si](C)(C)C(C)(C)C. Reaction SMILES: [C:13]([CH2:14][CH3:15])(=[S:16])[S:17][CH3:18].[C:19]([O:20][CH:23]1[CH:24]([CH:28]([CH3:29])[O:30][Si:31]([CH3:32])([CH3:33])[C:34]([CH3:35])([CH3:36])[CH3:37])[C:25](=[O:27])[NH:26]1)(=[O:21])[CH3:22].[CH2:8]([Li:9])[CH2:10][CH2:11][CH3:12].[CH3:43][CH2:44][CH2:45][CH2:46][CH2:47][CH3:48].[CH3:49][CH:50]([CH3:51])[O-:52].[CH3:53][CH:54]([CH3:55])[O-:56].[CH3:57][CH:58]([CH3:59])[O-:60].[CH:1]([NH:2][CH:3]([CH3:4])[CH3:5])([CH3:6])[CH3:7].[Cl:61][Ti+3:62].[O:38]1[CH2:39][CH2:40][CH2:41][CH2:42]1>>[C:13]([CH:14]([CH3:15])[CH:23]1[CH:24]([CH:28]([CH3:29])[O:30][Si:31]([CH3:32])([CH3:33])[C:34]([CH3:35])([CH3:36])[CH3:37])[C:25](=[O:27])[NH:26]1)(=[S:16])[S:17][CH3:18]. Reactants: [Si](C1=CC=CC=C1)(C1=CC=CC=C1)(C(C)(C)C)OCC1=C(C(=C2C(=N1)C(=NO2)C(=O)OCC)Cl)N2C[C@H](O[C@H](C2)C)C (ethyl 5-((tert-butyldiphenylsilyloxy)methyl)-7-chloro-6-((2R,6S)-2,6-dimethylmorpholino)isoxazolo[4,5-b]pyridine-3-carboxylate), [Si](C1=CC=CC=C1)(C1=CC=CC=C1)(C(C)(C)C)OCC1=C(C(=C2C(=N1)C(=NO2)C(=O)OCC)Cl)N2C[C@H](O[C@H](C2)C)C (ethyl 5-((tert-butyldiphenylsilyloxy)methyl)-7-chloro-6-((2R,6S)-2,6-dimethylmorpholino)isoxazolo[4,5-b]pyridine-3-carboxylate), CC(CN)(C)C (2,2-dimethylpropan-1-amine). The product is [Si](C1=CC=CC=C1)(C1=CC=CC=C1)(C(C)(C)C)OCC1=C(C(=C2C(=N1)C(=NO2)C(=O)NCC(C)(C)C)Cl)N2C[C@H](O[C@H](C2)C)C (5-((tert-Butyldiphenylsilyloxy)methyl)-7-chloro-6-((2R,6S)-2,6-dimethylmorpholino)-N-neopentylisoxazolo[4,5-b]pyridine-3-carboxamide). As a reaction SMILES: [Si:1]([O:18][CH2:19][C:20]1[N:25]=[C:24]2[C:26]([C:29](OCC)=[O:30])=[N:27][O:28][C:23]2=[C:22]([Cl:34])[C:21]=1[N:35]1[CH2:40][C@H:39]([CH3:41])[O:38][C@H:37]([CH3:42])[CH2:36]1)([C:14]([CH3:17])([CH3:16])[CH3:15])([C:8]1[CH:13]=[CH:12][CH:11]=[CH:10][CH:9]=1)[C:2]1[CH:7]=[CH:6][CH:5]=[CH:4][CH:3]=1.[CH3:43][C:44]([CH3:48])([CH3:47])[CH2:45][NH2:46]>>[Si:1]([O:18][CH2:19][C:20]1[N:25]=[C:24]2[C:26]([C:29]([NH:46][CH2:45][C:44]([CH3:48])([CH3:47])[CH3:43])=[O:30])=[N:27][O:28][C:23]2=[C:22]([Cl:34])[C:21]=1[N:35]1[CH2:40][C@H:39]([CH3:41])[O:38][C@H:37]([CH3:42])[CH2:36]1)([C:14]([CH3:15])([CH3:16])[CH3:17])([C:2]1[CH:3]=[CH:4][CH:5]=[CH:6][CH:7]=1)[C:8]1[CH:13]=[CH:12][CH:11]=[CH:10][CH:9]=1. Reported procedure: Starting material: ethyl 5-((tert-butyldiphenylsilyloxy)methyl)-7-chloro-6-((2R,6S)-2,6-dimethylmorpholino)isoxazolo[4,5-b]pyridine-3-carboxylate (Intermediate 211) and 2,2-dimethylpropan-1-amine. Reactants: ClC1=C(OC2=CC=C(OC(C(=O)Cl)C)C=C2)C=CC(=C1)Cl (2-[4'-(2",4"-dichlorophenoxy)phenoxy]-propionic acid chloride), C(CC)(=O)O (propionic acid), S(=O)(Cl)Cl (thionyl chloride), C(CO)Cl (ethylene chlorohydrin). Run at time 1 hour. The product is ClCCOC(C(C)OC1=CC=C(C=C1)OC1=C(C=C(C=C1)Cl)Cl)=O (2-[4'-(2",4"-dichlorophenoxy)-phenoxy]-propionic acid 2-chloroeth-1-yl ester). Reported procedure: A solution of 0.06 mol=20.73 g of 2-[4'-(2",4"-dichlorophenoxy)phenoxy]-propionic acid chloride, prepared from 2-[4'-2",4"-dichlorophenoxy)phenoxy]-propionic acid and thionyl chloride, in 60 ml absolute toluene was added dropwise at room temperature to a solution of 0.06 mol=4.83 g of ethylene chlorohydrin (2-chloroethanol) and 0.06 mol=6.06 g of triethylamine in 60 ml absolute toluene. After the addition, stirring of the mixture was continued for 1 hour at 50° C., the precipitated triethylamine... RXN SMILES: [Cl:1][C:2]1[CH:20]=[C:19]([Cl:21])[CH:18]=[CH:17][C:3]=1[O:4][C:5]1[CH:16]=[CH:15][C:8]([O:9][CH:10]([CH3:14])[C:11](Cl)=[O:12])=[CH:7][CH:6]=1.C(O)(=O)CC.S(Cl)(Cl)=O.[CH2:31]([Cl:34])[CH2:32][OH:33]>C1(C)C=CC=CC=1.C(N(CC)CC)C>[Cl:34][CH2:31][CH2:32][O:33][C:11](=[O:12])[CH:10]([O:9][C:8]1[CH:15]=[CH:16][C:5]([O:4][C:3]2[CH:17]=[CH:18][C:19]([Cl:21])=[CH:20][C:2]=2[Cl:1])=[CH:6][CH:7]=1)[CH3:14]. Solvent: C1(=CC=CC=C1)C (toluene), C1(=CC=CC=C1)C (toluene), C(C)N(CC)CC (triethylamine). Starting materials: C1(=CC(=CC(=C1)C)C)C (mesitylene), C(=C)C1=CC=CC2=CC3=CC=CC=C3C=C12 (vinylanthracene), C1(=CC=CC2=CC3=CC=CC=C3C=C12)C=O (anthraldehyde), C(=C)C1=CC=CC2=CC3=CC=CC=C3C=C12 (VA), C1(=CC=CC2=CC3=CC=CC=C3C=C12)C=O (AnA). Reaction conditions: temperature 150 celsius. Yields the product C1=CC=CC2=CC3=CC=CC=C3C=C12 (Anthracene). RXN SMILES: C1(C)C=C(C)C=C(C)C=1.C([C:12]1[C:25]2[C:16](=[CH:17][C:18]3[C:23]([CH:24]=2)=[CH:22][CH:21]=[CH:20][CH:19]=3)[CH:15]=[CH:14][CH:13]=1)=C.C1(C=O)C2C(=CC3C(C=2)=CC=CC=3)C=CC=1>>[CH:15]1[C:16]2[C:25](=[CH:24][C:23]3[C:18]([CH:17]=2)=[CH:19][CH:20]=[CH:21][CH:22]=3)[CH:12]=[CH:13][CH:14]=1. Reported procedure: Approximately 10 mmol mesitylene solution of vinylanthracene (VA) or anthraldehyde (AnA) was put in a round bottom flask and bubbled with nitrogen or argon gas for at least 30 min. A piece of the H-terminated silicon substrate was then immersed in the solution and allowed to react with VA or AnA for about 12 h under reflux at about 150° C. in an oil bath. During the reaction, the solution was also purged with nitrogen (or argon) to eliminate dissolved oxygen and to prevent the substrate from bei... Starting materials: COC(=O)c1ccc(Sc2ccc(OC)cc2)c([N+](=O)[O-])c1, CO, [Cl-], [Fe], [NH4+], C1CCOC1, O. Yields the product COC(=O)c1ccc(Sc2ccc(OC)cc2)c(N)c1. As a reaction SMILES: [CH3:1][O:2][C:3]([c:4]1[cH:5][c:6]([N+:19]([O-:20])=[O:21])[c:7]([S:10][c:11]2[cH:12][cH:13][c:14]([O:17][CH3:18])[cH:15][cH:16]2)[cH:8][cH:9]1)=[O:22].[CH3:25][OH:26].[Cl-:23].[Fe:32].[NH4+:24].[O:27]1[CH2:28][CH2:29][CH2:30][CH2:31]1.[OH2:33]>>[CH3:1][O:2][C:3]([c:4]1[cH:5][c:6]([NH2:19])[c:7]([S:10][c:11]2[cH:12][cH:13][c:14]([O:17][CH3:18])[cH:15][cH:16]2)[cH:8][cH:9]1)=[O:22]. The reactants are C(C)(=O)C1=CC(=NO1)C(=O)OCC (ethyl 5-acetylisoxazole-3-carboxylate), C(CO)O (ethylene glycol). The reagents and catalysts are CC=1C=CC(=CC1)S(=O)(=O)O (p-TsOH). Run in C1=CC=CC=C1 (benzene). The product is CC1(OCCO1)C1=CC(=NO1)C(=O)OCC (Ethyl 5-(2-methyl-1,3-dioxolan-2-yl)isoxazole-3-carboxylate). The yield is 100.1%. As a reaction SMILES: [C:1]([C:4]1[O:8][N:7]=[C:6]([C:9]([O:11][CH2:12][CH3:13])=[O:10])[CH:5]=1)(=[O:3])[CH3:2].[CH2:14](O)[CH2:15][OH:16]>C1C=CC=CC=1.CC1C=CC(S(O)(=O)=O)=CC=1>[CH3:2][C:1]1([C:4]2[O:8][N:7]=[C:6]([C:9]([O:11][CH2:12][CH3:13])=[O:10])[CH:5]=2)[O:16][CH2:15][CH2:14][O:3]1. Procedure details: A reaction mixture consisting of ethyl 5-acetylisoxazole-3-carboxylate (2.53 g, 13.8 mmol), ethylene glycol (1.29 g, 20.7 mmol) and p-TsOH (0.13 g, 0.69 mmol) in benzene (50 mL) was refluxed with the Dean-Stark adapter for 24 hours (scheme 59). Most of the solvent was removed under reduced pressure and the residue was partitioned between saturated NaHCO3 and EtOAc. Organic layer was collected, washed with brine, water, and dried over MgSO4. Evaporation of the dried extract under reduced pressure... Reactants: O=C1C(C[C@H](O1)[C@H](CC1=CC=CC=C1)NC(OC(C)(C)C)=O)CC1=CC=C(C=C1)C1=NC=CC=C1 (tert-butyl(1S)-1-[(2S)-5-oxo-4-(4-pyridin-2-ylbenzyl)tetrahydrofuran-2-yl]-2-phenylethylcarbamate), O.[OH-].[Li+] (lithium hydroxide monohydrate), N,N-(dimethylamino)pyridine, heptanes, [Si](C)(C)(C(C)(C)C)Cl (t-butyldimethylsilyl chloride), N1C=NC=C1 (imidazole). The solvent is CN1C(CCC1)=O (N-methylpyrrolidinone), O (water), [Cl-].[Na+].O (brine), C(C)(=O)OCC (ethyl acetate). Reaction conditions: temperature 40 celsius, time 10 hour. Yields the product C(C)(C)(C)OC(=O)N[C@H]([C@H](CC(C(=O)O)CC1=CC=C(C=C1)C1=NC=CC=C1)O[Si](C)(C)C(C)(C)C)CC1=CC=CC=C1 ((4S,5S)-5-[(tert-butoxycarbonyl)amino]-4-{[tert-butyl(dimethyl)silyl]oxy}-6-phenyl-2-(4-pyridin-2-ylbenzyl)hexanoic acid). As a reaction SMILES: [O:1]=[C:2]1[O:6][C@H:5]([C@@H:7]([NH:15][C:16](=[O:22])[O:17][C:18]([CH3:21])([CH3:20])[CH3:19])[CH2:8][C:9]2[CH:14]=[CH:13][CH:12]=[CH:11][CH:10]=2)[CH2:4][CH:3]1[CH2:23][C:24]1[CH:29]=[CH:28][C:27]([C:30]2[CH:35]=[CH:34][CH:33]=[CH:32][N:31]=2)=[CH:26][CH:25]=1.[OH2:36].[OH-].[Li+].N1C=CN=C1.[Si:44](Cl)([C:47]([CH3:50])([CH3:49])[CH3:48])([CH3:46])[CH3:45]>CN1CCCC1=O.[Cl-].[Na+].O.C(OCC)(=O)C.O>[C:18]([O:17][C:16]([NH:15][C@@H:7]([CH2:8][C:9]1[CH:14]=[CH:13][CH:12]=[CH:11][CH:10]=1)[C@@H:5]([O:6][Si:44]([C:47]([CH3:50])([CH3:49])[CH3:48])([CH3:46])[CH3:45])[CH2:4][CH:3]([CH2:23][C:24]1[CH:29]=[CH:28][C:27]([C:30]2[CH:35]=[CH:34][CH:33]=[CH:32][N:31]=2)=[CH:26][CH:25]=1)[C:2]([OH:36])=[O:1])=[O:22])([CH3:20])([CH3:21])[CH3:19] |f:1.2.3,7.8.9|. Procedure: A solution of the product of Example 111-8 (250 g, 529 mmol) in N-methylpyrrolidinone (2L) under N2 was treated with milled lithium hydroxide monohydrate (33.3 g, 793.5 mmol, 1.5equivalents) and N,N-(dimethylamino)pyridine (6.5 g, 53 mmol, 0.1 equivalent) and stirred at 40° C. for 10 hrs. The reaction mixture was cooled to about 22° C., treated with imidazole (827.5 g, 12.2 mol, 23 equivalents) over 15 minutes, stirred at 22° C. for 30minutes, cooled to 6° C., and treated with t-butyldimethylsil...